Task: describe an organic reaction: reactants, conditions, products, and yield. Dataset: the Open Reaction Database (ORD), a public repository of structured organic reaction records Reactants: COCO[C@H](C(=O)OCOC)CC(=O)OCOC ((S)-2-methoxymethoxybutanedioic acid, bis methoxymethyl ester), CSC.B (borane dimethylsulphide), CO (methanol). The solvent is O1CCCC1 (tetrahydrofuran). Run at time 18 hour. Product: OC[C@H](CCO)OCOC ((S)-1,4-dihydroxy-2-(methoxymethoxy)butane). Isolated yield 69.3%. As a reaction SMILES: [CH3:1][O:2][CH2:3][O:4][C@@H:5]([CH2:12][C:13](OCOC)=[O:14])[C:6](OCOC)=[O:7].CSC.B.CO>O1CCCC1>[OH:7][CH2:6][C@@H:5]([O:4][CH2:3][O:2][CH3:1])[CH2:12][CH2:13][OH:14] |f:1.2|. Procedure details: A solution of (S)-2-methoxymethoxybutanedioic acid, bis methoxymethyl ester (10 g, 37.5 mmol) in dry tetrahydrofuran (10 ml) under dry nitrogen was treated with borane dimethylsulphide (8.3 ml, 83 mmol). The solution was heated between 60° C. and 80° C. over a period of 5.5 hours and then cooled in ice and treated dropwise with methanol (50 ml). After effervescence had ceased the solution was stirred at room temperature for 18 hours and the solvent removed under vacuum. The residue was evaporate...